This data is from the Open Reaction Database (ORD), a public repository of structured organic reaction records. The task is: describe an organic reaction: reactants, conditions, products, and yield The reactants are C(C)OC(=O)C=1NC2=CC=CC(=C2C1)OC1=CC(=CC(=C1)F)F (4-(3,5-Difluoro-phenoxy)-1H-indole-2-carboxylic acid ethyl ester), [Li+].[OH-] (LiOH). The solvent is CO (methanol), O (water). Conditions: time 18 hour. Yields the product FC=1C=C(OC2=C3C=C(NC3=CC=C2)C(=O)O)C=C(C1)F (4-(3,5-Difluoro-phenoxy)-1H-indole-2-carboxylic acid). Reaction SMILES: C([O:3][C:4]([C:6]1[NH:7][C:8]2[C:13]([CH:14]=1)=[C:12]([O:15][C:16]1[CH:21]=[C:20]([F:22])[CH:19]=[C:18]([F:23])[CH:17]=1)[CH:11]=[CH:10][CH:9]=2)=[O:5])C.[Li+].[OH-]>CO.O>[F:23][C:18]1[CH:17]=[C:16]([CH:21]=[C:20]([F:22])[CH:19]=1)[O:15][C:12]1[CH:11]=[CH:10][CH:9]=[C:8]2[C:13]=1[CH:14]=[C:6]([C:4]([OH:5])=[O:3])[NH:7]2 |f:1.2|. Procedure details: 156 (260 mg, 0.82 mmol) is dissolved in 10 ml of methanol and treated with a solution of LiOH (40 mg, 1.6 mmol) in 5 ml of water. The mixture is stirred at room temperature for 18 hours. After evaporation, the crude product is acidified at 0° C. with 2M HCl and extracted with ethyl acetate. The organic layers are dried over sodium sulphate and evaporated. Reactants: ClC=1C=C([C@H](C(=O)OC)O)C=CC1 (methyl (R)-3-chloromandelate), N1C=NC=C1 (imidazole), [Si](C)(C)(C(C)(C)C)Cl (t-butyldimethylsilyl chloride). Solvent: CN(C=O)C (dimethylformamide), CN(C=O)C (dimethylformamide). Run at time 30 minute. Yields the product [Si](C)(C)(C(C)(C)C)O[C@@H](C(=O)OC)C1=CC(=CC=C1)Cl (Methyl (R)-α-t-butyldimethylsilyloxy-3-chlorophenylacetate). Reaction SMILES: [Si:1](Cl)([C:4]([CH3:7])([CH3:6])[CH3:5])([CH3:3])[CH3:2].[Cl:9][C:10]1[CH:11]=[C:12]([CH:19]=[CH:20][CH:21]=1)[C@@H:13]([OH:18])[C:14]([O:16][CH3:17])=[O:15].N1C=CN=C1>CN(C)C=O>[Si:1]([O:18][C@H:13]([C:12]1[CH:19]=[CH:20][CH:21]=[C:10]([Cl:9])[CH:11]=1)[C:14]([O:16][CH3:17])=[O:15])([C:4]([CH3:7])([CH3:6])[CH3:5])([CH3:3])[CH3:2]. Reported procedure: A solution of 31.6 g of t-butyldimethylsilyl chloride in 200 ml of dimethylformamide was added dropwise, whilst ice-cooling, to a solution of 28 g of methyl (R)-3-chloromandelate (prepared as described in Preparation 47) and 28.5 g of imidazole in 300 ml of dimethylformamide, and the resulting mixture was stirred at the same temperature for 30 minutes, after which it was allowed to stand overnight at 40° C. At the end of this time, the reaction mixture was concentrated by evaporation under reduc... Conditions: time 30 minute. The product is C#N (hydrogen cyanide), N1=C(C=CC=C1C)C (2,6-lutidine). Run in C1(=CC=CC=C1)C (toluene), C1(=CC=CC=C1)C (toluene). Reactants: C1=CC(=CC=C1CC2=CC=C(C=C2)N=C=O)N=C=O (4,4'-diphenylmethane diisocyanate). As a reaction SMILES: C1[C:6]([CH2:7][C:8]2C=C[C:11]([N:14]=C=O)=CC=2)=[CH:5][CH:4]=[C:3]([N:17]=C=O)[CH:2]=1>C1(C)C=CC=CC=1>[CH:11]#[N:14].[N:17]1[C:7]([CH3:8])=[CH:6][CH:5]=[CH:4][C:3]=1[CH3:2]. Procedure: A solution of 21 grams (0.75 mole) of hydrogen cyanide and 85 grams of dry toluene and 10 grams of 2,6-lutidine was prepared at ice bath temperatures. To the solution, 62.5 grams (0.25 mole) of 4,4'-diphenylmethane diisocyanate in 135 grams of dry toluene were added dropwise over a period of two hours. While keeping the temperature below 10° C., a solid began to come out of solution. The reaction solution was stirred an additional 30 minutes after completion of the addition. The product (76 gram... The reactants are ClC=1C=NC=C(C1SC1=C(C=C(S1)C(=O)Cl)[N+](=O)[O-])Cl (5-[(3,5-dichloro-4-pyridyl)sulfanyl]-4-nitro-thiophene-2-carbonyl chloride), CN(C=1C=C(CN)C=CC1)C (3-dimethylamino-benzylamine). Yields the product ClC=1C=NC=C(C1SC1=C(C=C(S1)C(=O)NCC1=CC(=CC=C1)N(C)C)[N+](=O)[O-])Cl (5-((3,5-dichloropyridin-4-yl)thio)-N-(3-(dimethylamino)benzyl)-4-nitrothiophene-2-carboxamide), solid. Yield: 51.0%. As a reaction SMILES: [Cl:1][C:2]1[CH:3]=[N:4][CH:5]=[C:6]([Cl:20])[C:7]=1[S:8][C:9]1[S:13][C:12]([C:14](Cl)=[O:15])=[CH:11][C:10]=1[N+:17]([O-:19])=[O:18].[CH3:21][N:22]([CH3:31])[C:23]1[CH:24]=[C:25]([CH:28]=[CH:29][CH:30]=1)[CH2:26][NH2:27]>>[Cl:1][C:2]1[CH:3]=[N:4][CH:5]=[C:6]([Cl:20])[C:7]=1[S:8][C:9]1[S:13][C:12]([C:14]([NH:27][CH2:26][C:25]2[CH:28]=[CH:29][CH:30]=[C:23]([N:22]([CH3:31])[CH3:21])[CH:24]=2)=[O:15])=[CH:11][C:10]=1[N+:17]([O-:19])=[O:18]. Procedure: Prepared according to the procedure described for example 50 from 5-[(3,5-dichloro-4-pyridyl)sulfanyl]-4-nitro-thiophene-2-carbonyl chloride (120 mg, 0.33 mmol) and 3-dimethylamino-benzylamine (58.3 mg, 0.39 mmol). The title compound was obtained as a solid (98.2 mg, 51% yield). 1H NMR (400 MHz; d6-DMSO) δ: 9.31 (1H, m), 8.98 (2H, s), 8.49 (1H, s), 7.11 (1H, m), 6.63 (2H, m), 6.55 (1H, m), 4.33 (2H, m), 2.86 (6H, s). MS m/z: 483.10, 485.11 [M+H]+. Starting materials: C(=O)(N1C=NC=C1)N1C=NC=C1 (1,1′-carbonyldiimidazole), C(C)(C)(C)OC(=O)NCC(=O)O (N-(tert-butoxycarbonyl)glycine), COCCOC1=CC2=C(N(C=N2)C2=NC3=C(C=CC=C3C=C2)N2CCC(CC2)N)C=C1 (1-{2-[5-(2-Methoxy-ethoxy)-benzoimidazol-1-yl]-quinolin-8-yl}-piperidin-4-ylamine). The reagents and catalysts are CN(C1=CC=NC=C1)C (4-dimethylaminopyridine). Solvent: C(Cl)Cl (DCM). Conditions: time 30 minute. Yields the product NCC(=O)NC1CCN(CC1)C=1C=CC=C2C=CC(=NC12)N1C=NC2=C1C=CC(=C2)OCCOC (2-Amino-N-(1-{2-[5-(2-methoxy-ethoxy)-benzoimidazol-1-yl]-quinolin-8-yl}-piperidin-4-yl)acetamide). Yield: 94.0%. Reaction SMILES: C(OC([NH:8][CH2:9][C:10](O)=[O:11])=O)(C)(C)C.C(N1C=CN=C1)(N1C=CN=C1)=O.[CH3:25][O:26][CH2:27][CH2:28][O:29][C:30]1[CH:55]=[CH:54][C:33]2[N:34]([C:37]3[CH:46]=[CH:45][C:44]4[C:39](=[C:40]([N:47]5[CH2:52][CH2:51][CH:50]([NH2:53])[CH2:49][CH2:48]5)[CH:41]=[CH:42][CH:43]=4)[N:38]=3)[CH:35]=[N:36][C:32]=2[CH:31]=1>C(Cl)Cl.CN(C)C1C=CN=CC=1>[NH2:8][CH2:9][C:10]([NH:53][CH:50]1[CH2:49][CH2:48][N:47]([C:40]2[CH:41]=[CH:42][CH:43]=[C:44]3[C:39]=2[N:38]=[C:37]([N:34]2[C:33]4[CH:54]=[CH:55][C:30]([O:29][CH2:28][CH2:27][O:26][CH3:25])=[CH:31][C:32]=4[N:36]=[CH:35]2)[CH:46]=[CH:45]3)[CH2:52][CH2:51]1)=[O:11]. Procedure details: N-(tert-butoxycarbonyl)glycine (105 mg, 0.600 mMol) was dissolved in 3 mL of DCM under an atmosphere of dry N2. To this mixture was added 1,1′-carbonyldiimidazole (100 mg, 0.61 mMol) and the reaction mixture was stirred at ambient temperature for 30 minutes. To this solution was then added 4-dimethylaminopyridine (8.0 mg, 0.065 mMol) and 1-{2-[5-(2-methoxy-ethoxy)-benzoimidazol-1-yl]-quinolin-8-yl}-piperidin-4-ylamine 33 (170 mg, 0.408 mMol). The reaction mixture was subsequently stirred overnig... Starting materials: FC(C(=O)O)(F)F.FC=1C(=C(C=CC1F)C1CCN(CC1)C(=O)C1=NNC=2CNCCC21)C(F)(F)F ((4-(3,4-Difluoro-2-(trifluoromethyl)phenyl)piperidin-1-yl)(4,5,6,7-tetrahydro-1H-pyrazolo[3,4-c]pyridin-3-yl)methanone Trifluoroacetic Acid Salt), BrCC(=O)OC(C)(C)C (tert-butyl 2-bromoacetate). The product is FC=1C(=C(C=CC1F)C1CCN(CC1)C(=O)C1=NNC=2CN(CCC21)CC(=O)OC(C)(C)C)C(F)(F)F (tert-butyl 2-(3-(4-(3,4-difluoro-2-(trifluoromethyl)phenyl)piperidine-1-carbonyl)-1,4,5,7-tetrahydro-6H-pyrazolo[3,4-c]pyridin-6-yl)acetate), solid. The yield is 69.0%. As a reaction SMILES: FC(F)(F)C(O)=O.[F:8][C:9]1[C:10]([C:33]([F:36])([F:35])[F:34])=[C:11]([CH:16]2[CH2:21][CH2:20][N:19]([C:22]([C:24]3[C:32]4[CH2:31][CH2:30][NH:29][CH2:28][C:27]=4[NH:26][N:25]=3)=[O:23])[CH2:18][CH2:17]2)[CH:12]=[CH:13][C:14]=1[F:15].Br[CH2:38][C:39]([O:41][C:42]([CH3:45])([CH3:44])[CH3:43])=[O:40]>>[F:8][C:9]1[C:10]([C:33]([F:34])([F:35])[F:36])=[C:11]([CH:16]2[CH2:17][CH2:18][N:19]([C:22]([C:24]3[C:32]4[CH2:31][CH2:30][N:29]([CH2:38][C:39]([O:41][C:42]([CH3:45])([CH3:44])[CH3:43])=[O:40])[CH2:28][C:27]=4[NH:26][N:25]=3)=[O:23])[CH2:20][CH2:21]2)[CH:12]=[CH:13][C:14]=1[F:15] |f:0.1|. Procedure details: Following general procedure GP-G2, (4-(3,4-difluoro-2-(trifluoromethyl)phenyl)piperidin-1-yl)(4,5,6,7-tetrahydro-1H-pyrazolo[3,4-c]pyridin-3-yl)methanone TFA salt (34) and tert-butyl 2-bromoacetate were converted to provide tert-butyl 2-(3-(4-(3,4-difluoro-2-(trifluoromethyl)phenyl)piperidine-1-carbonyl)-1,4,5,7-tetrahydro-6H-pyrazolo[3,4-c]pyridin-6-yl)acetate as a clear, glassy solid (55 mg, 69%): 1H NMR (500 MHz, DMSO-d6) δ 12.94 (br s, 0.25H), 12.71 (br s, 0.75H), 7.37-7.33 (m, 1H), 7.50-7.4...